Dataset: the Open Reaction Database (ORD), a public repository of structured organic reaction records. Task: describe an organic reaction: reactants, conditions, products, and yield Reaction SMILES: [CH3:1][O:2][CH2:3][CH2:4][c:5]1[n:6]([CH2:18][C:19]2([OH:25])[CH2:20][CH2:21][O:22][CH2:23][CH2:24]2)[c:7]2[c:8]([cH:9][n:10][c:11]3[cH:12][cH:13][cH:14][cH:15][c:16]23)[n:17]1.[CH3:26][C:27]#[N:28]>>[CH3:1][O:2][CH2:3][CH2:4][c:5]1[n:6]([CH2:18][C:19]2([OH:25])[CH2:20][CH2:21][O:22][CH2:23][CH2:24]2)[c:7]2[c:8]([c:9]([NH2:28])[n:10][c:11]3[cH:12][cH:13][cH:14][cH:15][c:16]23)[n:17]1. Yields the product COCCc1nc2c(N)nc3ccccc3c2n1CC1(O)CCOCC1. Starting materials: COCCc1nc2cnc3ccccc3c2n1CC1(O)CCOCC1, CC#N.